From a dataset of the Open Reaction Database (ORD), a public repository of structured organic reaction records. describe an organic reaction: reactants, conditions, products, and yield Starting materials: N[C@@H]1[C@@H](CCCC1)NC1=NC=C(C(=N1)NC1=CC=C(C=C1)C1=CC=NO1)C(=O)N (2-((1R,2S)-2-aminocyclohexylamino)-4-(4-(isoxazol-5-yl)phenylamino)pyrimidine-5-carboxamide), COC=1C=C(N)C=C(C1)N1N=NN=C1 (3-methoxy-5-(1H-tetrazol-1-yl)aniline). Yields the product N[C@@H]1[C@@H](CCCC1)NC1=NC=C(C(=N1)NC1=CC(=CC(=C1)N1N=NN=C1)OC)C(=O)N (2-((1R,2S)-2-aminocyclohexylamino)-4-(3-methoxy-5-(1H-tetrazol-1-yl)phenylamino)pyrimidine-5-carboxamide). As a reaction SMILES: [NH2:1][C@H:2]1[CH2:7][CH2:6][CH2:5][CH2:4][C@H:3]1[NH:8][C:9]1[N:14]=[C:13](NC2C=CC(C3ON=CC=3)=CC=2)[C:12]([C:27]([NH2:29])=[O:28])=[CH:11][N:10]=1.[CH3:30][O:31][C:32]1[CH:33]=[C:34]([CH:36]=[C:37]([N:39]2[CH:43]=[N:42][N:41]=[N:40]2)[CH:38]=1)[NH2:35]>>[NH2:1][C@H:2]1[CH2:7][CH2:6][CH2:5][CH2:4][C@H:3]1[NH:8][C:9]1[N:14]=[C:13]([NH:35][C:34]2[CH:36]=[C:37]([N:39]3[CH:43]=[N:42][N:41]=[N:40]3)[CH:38]=[C:32]([O:31][CH3:30])[CH:33]=2)[C:12]([C:27]([NH2:29])=[O:28])=[CH:11][N:10]=1. Procedure details: This compound was synthesised using the synthetic scheme described for the synthesis of compound 122, and using 3-methoxy-5-(1H-tetrazol-1-yl)aniline in step 1. MS: 425.4 (M+H). Reactants: [OH-].[Na+] (sodium hydroxide), NC=1C=CC=C2C=C(N(C12)C)C(=O)OCC (ethyl 7-amino-1-methyl-2-indolecarboxylate), C1(=CC=CC=C1)CC=O (phenylacetaldehyde), [BH4-].N#CC#N.[Na+] (sodium cyanogen borohydride). Solvent: C(C)#N (acetonitrile), C(C)(=O)O (acetic acid), C(C)(C)O (isopropanol), C(C)(=O)O (acetic acid). Reaction conditions: time 15 minute. The product is CN1C(=CC2=CC=CC(=C12)NCCC1=CC=CC=C1)C(=O)OCC (ethyl 1-methyl-7-(2-phenylethylamino)-2-indolecarboxylate). Isolated yield 30.3%. Reaction SMILES: [NH2:1][C:2]1[CH:3]=[CH:4][CH:5]=[C:6]2[C:10]=1[N:9]([CH3:11])[C:8]([C:12]([O:14][CH2:15][CH3:16])=[O:13])=[CH:7]2.[C:17]1([CH2:23][CH:24]=O)[CH:22]=[CH:21][CH:20]=[CH:19][CH:18]=1.[BH4-].N#CC#N.[Na+].[OH-].[Na+]>C(#N)C.C(O)(=O)C.C(O)(C)C>[CH3:11][N:9]1[C:10]2[C:6](=[CH:5][CH:4]=[CH:3][C:2]=2[NH:1][CH2:24][CH2:23][C:17]2[CH:22]=[CH:21][CH:20]=[CH:19][CH:18]=2)[CH:7]=[C:8]1[C:12]([O:14][CH2:15][CH3:16])=[O:13] |f:2.3.4,5.6|. Reported procedure: A mixture of 0.10 g (0.46 mmol) of ethyl 7-amino-1-methyl-2-indolecarboxylate, 0.12 g (0.50 mmol) of phenylacetaldehyde as 50% isopropanol solution, 0.043 g (0.69 mmol) of sodium cyanogen borohydride and 0.1 ml of acetic acid in 5 ml of acetonitrile was stirred at room temperature for 15 minutes. Thereafter 0.2 ml of acetic acid was added to the reaction mixture. The resulting mixture was allowed to stand at room temperature for 15 hours. After 1N sodium hydroxide solution was added to the react... Reactants: N1C=CC2=CC=CN=C12 (7-azaindole), II, C(C)(C)(C)N1C=C(C=2C1=NC=C(C2)[N+](=O)[O-])C(=O)O (1-tert-butyl-5-nitro-1H-pyrrolo[2,3-b]pyridine-3-carboxylic acid), CC(N=C=NC(C)C)C (DIC), CCN(C(C)C)C(C)C (DIPEA). Solvent: C(Cl)Cl.CN(C)C=O (DCM DMF). Reaction conditions: time 20 hour. The product is N1N=CC2=CC=CC=C12 (Azaindole). As a reaction SMILES: C(N1[C:9]2=[N:10][CH:11]=[C:12]([N+]([O-])=O)[CH:13]=[C:8]2[C:7]([C:17](O)=O)=C1)(C)(C)C.CC(C)[N:22]=C=NC(C)C.CCN(C(C)C)C(C)C.N1C2C(=CC=CN=2)C=C1>C(Cl)Cl.CN(C=O)C>[NH:22]1[C:7]2[C:8](=[CH:13][CH:12]=[CH:11][CH:17]=2)[CH:9]=[N:10]1 |f:4.5|. Reported procedure: To the AMEBA II resin (0.1 g, 1 mmol/g, 0.1 mmol) in DCM/DMF (1:1, 2 ml), 1-tert-butyl-5-nitro-1H-pyrrolo[2,3-b]pyridine-3-carboxylic acid (3 eq), DIC (1.5 eq) DMAP (0.5 eq) and DIPEA (1 eq) were added. The reaction mixture was shaken at room temperature for 20 hours and then the resin was isolated by filtration. The resin was washed sequentially with DMF (2 ml), DCM (2 ml), DMF (2 ml), DCM (2 ml), MeOH (2 ml), DCM (2 ml), MeOH (2 ml), DCM (2 ml), MeOH (2 ml), DCM (2 ml) and dried in vacuo to gi... The reactants are [Br-].C(C)(=O)C=1C=[N+](C=CC1CC1C(C2=CC=C(C=C2C1)Cl)=O)CC1=C(C=CC=C1)C (2-[[3-acetyl-1-(o-tolylmethyl)pyridin-1-ium-4-yl]methyl]-5-chloro-indan-1-one bromide), C1C=CN(C=C1C(=O)N)CC2=CC=CC=C2 (BNAH). Yields the product C(C)(=O)C1=CN(C=CC1CC1C(C2=CC=C(C=C2C1)Cl)=O)CC1=C(C=CC=C1)C (2-[[3-acetyl-1-(o-tolylmethyl)-4H-pyridin-4-yl]methyl]-5-chloro-indan-1-one). As a reaction SMILES: [Br-].[C:2]([C:5]1[CH:6]=[N+:7]([CH2:23][C:24]2[CH:29]=[CH:28][CH:27]=[CH:26][C:25]=2[CH3:30])[CH:8]=[CH:9][C:10]=1[CH2:11][CH:12]1[CH2:20][C:19]2[C:14](=[CH:15][CH:16]=[C:17]([Cl:21])[CH:18]=2)[C:13]1=[O:22])(=[O:4])[CH3:3].C1C(C(N)=O)=CN(CC2C=CC=CC=2)C=C1>>[C:2]([C:5]1[CH:10]([CH2:11][CH:12]2[CH2:20][C:19]3[C:14](=[CH:15][CH:16]=[C:17]([Cl:21])[CH:18]=3)[C:13]2=[O:22])[CH:9]=[CH:8][N:7]([CH2:23][C:24]2[CH:29]=[CH:28][CH:27]=[CH:26][C:25]=2[CH3:30])[CH:6]=1)(=[O:4])[CH3:3] |f:0.1|. Procedure details: The title compound 167 is prepared according to the procedure reported in Example 39.1 with compound 136 (42 mg, 0.08 mmol) and BNAH (19 mg, 1 equiv) as reactants. Yellow solid. (Yield 17.5 mg, 50%). The reactants are COc1ccc(S)cc1, CC(C)O, [Cu]I, NCc1cccc(I)c1, [K+], [K+], O=C([O-])[O-], OCCO. Product: COc1ccc(Sc2cccc(CN)c2)cc1. RXN SMILES: [CH3:10][O:11][c:12]1[cH:13][cH:14][c:15]([SH:18])[cH:16][cH:17]1.[CH3:31][CH:32]([OH:33])[CH3:34].[Cu:29][I:30].[I:1][c:2]1[cH:3][c:4]([CH2:5][NH2:6])[cH:7][cH:8][cH:9]1.[K+:19].[K+:20].[O-:21][C:22]([O-:23])=[O:24].[OH:25][CH2:26][CH2:27][OH:28]>>[c:2]1([S:18][c:15]2[cH:14][cH:13][c:12]([O:11][CH3:10])[cH:17][cH:16]2)[cH:3][c:4]([CH2:5][NH2:6])[cH:7][cH:8][cH:9]1. The solvent is CCCCCC (hexane), C1CCOC1 (THF). Yields the product OCC1=C(C(=CC=C1)OC)C(O)C1=NC=CC=C1 (α-[2-(hydroxymethyl)-6-methoxyphenyl]-2-pyridinemethanol). The reactants are C(CCC)[Li] (n-butyllithium), COC=1C(=NC=CC1)C=O (3-methoxy-pyridine-2-carboxaldehyde), [Cl-].[NH4+] (Ammonium chloride), BrC1=C(CO)C=CC=C1 (o-bromobenzyl alcohol), CCOCC (ether). Isolated yield 14.5%. Procedure details: To a mixture of 3.59 g (0.019 mol) of o-bromobenzyl alcohol in 100 ml of ether cooled to -20° C. was added in portions 4.1 ml (0.0412 mol) of n-butyllithium (10M) in hexane over a 6 min period, and the reaction mixture was stirred 20 min. The above reaction mixture was cooled to -20° C., 3 g (0.021 mol) of 3-methoxy-pyridine-2-carboxaldehyde in 5 ml of THF was added in one portion to the mixture, and the resulting reaction mixture was allowed to warm to room temperature and stirred for 20 min. A... Reaction SMILES: Br[C:2]1[CH:9]=[CH:8][CH:7]=[CH:6][C:3]=1[CH2:4][OH:5].C([Li])CCC.CO[C:17]1[C:18]([CH:23]=[O:24])=[N:19][CH:20]=[CH:21][CH:22]=1.[Cl-].[NH4+].C[CH2:28][O:29]CC>CCCCCC.C1COCC1>[OH:5][CH2:4][C:3]1[CH:6]=[CH:7][CH:8]=[C:9]([O:29][CH3:28])[C:2]=1[CH:23]([C:18]1[CH:17]=[CH:22][CH:21]=[CH:20][N:19]=1)[OH:24] |f:3.4|. Run at temperature -20 celsius, time 20 minute. Reactants: NC1=C(C(=O)NCC(=O)NCC2CCN(CC2)CC2=CC=C(C=C2)Cl)C=C(C=C1)Br (4-{N-(2-amino-5-bromobenzoyl)glycyl}aminomethyl-1-(4-chlorobenzyl)piperidine), [BH4-].[Na+] (sodium borohydride), C(OCC)(OCC)OCC (triethyl orthoformate). Run in ClCCl (dichloromethane), C(C)O (ethanol). Conditions: time 14 hour. Product: BrC=1C=CC(=C(C(=O)NCC(=O)NCC2CCN(CC2)CC2=CC=C(C=C2)Cl)C1)NC (4-[N-{5-bromo-2-(methylamino)benzoyl)glycyl]aminomethyl-1-(4-chlorobenzyl)piperidine). RXN SMILES: [NH2:1][C:2]1[CH:29]=[CH:28][C:27]([Br:30])=[CH:26][C:3]=1[C:4]([NH:6][CH2:7][C:8]([NH:10][CH2:11][CH:12]1[CH2:17][CH2:16][N:15]([CH2:18][C:19]2[CH:24]=[CH:23][C:22]([Cl:25])=[CH:21][CH:20]=2)[CH2:14][CH2:13]1)=[O:9])=[O:5].[BH4-].[Na+].[CH:33](OCC)(OCC)OCC>C(O)C.ClCCl>[Br:30][C:27]1[CH:28]=[CH:29][C:2]([NH:1][CH3:33])=[C:3]([CH:26]=1)[C:4]([NH:6][CH2:7][C:8]([NH:10][CH2:11][CH:12]1[CH2:13][CH2:14][N:15]([CH2:18][C:19]2[CH:20]=[CH:21][C:22]([Cl:25])=[CH:23][CH:24]=2)[CH2:16][CH2:17]1)=[O:9])=[O:5] |f:1.2|. Reported procedure: A solution of 4-{N-(2-amino-5-bromobenzoyl)glycyl}aminomethyl-1-(4-chlorobenzyl)piperidine (Compound No. 1042) (50 mg, 0.10 mmol) in triethyl orthoformate (6.5 mL) was stirred at 150° C. for 17 h. Concentration afforded a yellow solid. To a solution of the yellow solid in ethanol (3 mL) was added sodium borohydride (7.6 mg, 0.2 mmol) and the mixture was stirred at room temperature for 14 h. A resulting white precipitate was resolved in dichloromethane and the solution was washed with 1 N aqueous...